Dataset: the Open Reaction Database (ORD), a public repository of structured organic reaction records. Task: describe an organic reaction: reactants, conditions, products, and yield The reactants are ClC1=CC=C(C=C1)CC(=O)O (4-chlorobenzeneacetic acid), S(=O)(Cl)Cl (thionyl chloride). Run in C(Cl)(Cl)Cl (chloroform). The product is ClC1=CC=C(C=C1)CC(=O)Cl (4-Chlorobenzeneacetyl Chloride). RXN SMILES: [Cl:1][C:2]1[CH:7]=[CH:6][C:5]([CH2:8][C:9]([OH:11])=O)=[CH:4][CH:3]=1.S(Cl)([Cl:14])=O>C(Cl)(Cl)Cl>[Cl:1][C:2]1[CH:7]=[CH:6][C:5]([CH2:8][C:9]([Cl:14])=[O:11])=[CH:4][CH:3]=1. Reported procedure: To 100 mL of chloroform is added 4-chlorobenzeneacetic acid (17 g, 0.1 mol) and 24 g (0.2 mol) of thionyl chloride. Reflux the reaction mixture for 3 hours and remove the solvent in vacuo to give the title compound. The reactants are N1CCNCC1 (piperazine), C(Cl)C1CO1 (epichlorohydrin), [OH-].[Na+] (NaOH), N1CCOCC1 (morpholine), C(Cl)C1CO1 (epichlorohydrin), [OH-].[Na+] (NaOH). Reagents/catalysts: [Pt] (Pt/C). Solvent: O (water), O (water), O (water). Reaction conditions: temperature 60 celsius. Product: N1CCNCC1.N1CCOCC1 (Piperazine Morpholine). As a reaction SMILES: [NH:1]1[CH2:6][CH2:5][NH:4][CH2:3][CH2:2]1.[NH:7]1[CH2:12][CH2:11][O:10][CH2:9][CH2:8]1.C(C1OC1)Cl.[OH-].[Na+]>[Pt].O>[NH:1]1[CH2:6][CH2:5][NH:4][CH2:3][CH2:2]1.[NH:7]1[CH2:12][CH2:11][O:10][CH2:9][CH2:8]1 |f:3.4,7.8|. Reported procedure: Into a round bottom flask equipped with stirrer, thermometer, dropping funnel and reflux condenser were weighed 154.8 g (1.8 mole) of piperazine and 69.6 g (0.8 mole) of morpholine and 220 ml of water. After a clear solution at 40° C. was obtained, the solution was heated to 55-65° C. and with vigorous stirring 185 g (2 mole) of epichlorohydrin were added at such a rate, that the temperature did not exceed 80° C. After all the epichlorohydrin had been added the reaction mixture was heated to 85°...